This data is from the Open Reaction Database (ORD), a public repository of structured organic reaction records. The task is: describe an organic reaction: reactants, conditions, products, and yield Reactants: CO, Cl, CC1CCCC(C)N1N, N#C[Na], O, O=CCc1ccccc1. Product: CC1CCCC(C)N1NC(C#N)Cc1ccccc1. RXN SMILES: [CH3:24][OH:25].[ClH:22].[NH2:13][N:14]1[CH:15]([CH3:21])[CH2:16][CH2:17][CH2:18][CH:19]1[CH3:20].[Na:1][C:2]#[N:3].[OH2:23].[c:4]1([CH2:10][CH:11]=[O:12])[cH:5][cH:6][cH:7][cH:8][cH:9]1>>[C:2](#[N:3])[CH:11]([CH2:10][c:4]1[cH:5][cH:6][cH:7][cH:8][cH:9]1)[NH:13][N:14]1[CH:15]([CH3:21])[CH2:16][CH2:17][CH2:18][CH:19]1[CH3:20]. Reactants: FC1=CC=C(C=C1)CCCC(C)C1=CC2=C(C(=C1)O)C=1CN(CCC1C(O2)(C)C)CC(=O)NC(=O)N ({{8-[5-(4-fluorophenyl)-2-pentyl]-10-hydroxy-5,5-dimethyl-1,2,3,4-tetrahydro-5H-[1]benzopyrano[4,3-c]pyridin-2-yl}acetyl}urea), Cl.O1CCN(CC1)CCCC(=O)O (4-morpholinobutyric acid hydrochloride), C1(CCCCC1)N=C=NC1CCCCC1 (dicyclohexylcarbodiimide). The product is Cl.FC1=CC=C(C=C1)CCCC(C)C1=CC2=C(C(=C1)OC(CCCN1CCOCC1)=O)C=1CN(CCC1C(O2)(C)C)CC(=O)NC(=O)N ({{8-[5-(4-Fluorophenyl)-2-pentyl]-5,5-dimethyl-10-(4-morpholinobutyryloxy)-1,2,3,4-tetrahydro-5H-[1]benzopyrano[4,3-c]pyridin-2-yl}acetyl}urea hydrochloride). Reaction SMILES: [F:1][C:2]1[CH:7]=[CH:6][C:5]([CH2:8][CH2:9][CH2:10][CH:11]([C:13]2[CH:18]=[C:17]([OH:19])[C:16]3[C:20]4[CH2:21][N:22]([CH2:30][C:31]([NH:33][C:34]([NH2:36])=[O:35])=[O:32])[CH2:23][CH2:24][C:25]=4[C:26]([CH3:29])([CH3:28])[O:27][C:15]=3[CH:14]=2)[CH3:12])=[CH:4][CH:3]=1.[ClH:37].[O:38]1[CH2:43][CH2:42][N:41]([CH2:44][CH2:45][CH2:46][C:47](O)=[O:48])[CH2:40][CH2:39]1.C1(N=C=NC2CCCCC2)CCCCC1>>[ClH:37].[F:1][C:2]1[CH:7]=[CH:6][C:5]([CH2:8][CH2:9][CH2:10][CH:11]([C:13]2[CH:18]=[C:17]([O:19][C:47](=[O:48])[CH2:46][CH2:45][CH2:44][N:41]3[CH2:40][CH2:39][O:38][CH2:43][CH2:42]3)[C:16]3[C:20]4[CH2:21][N:22]([CH2:30][C:31]([NH:33][C:34]([NH2:36])=[O:35])=[O:32])[CH2:23][CH2:24][C:25]=4[C:26]([CH3:29])([CH3:28])[O:27][C:15]=3[CH:14]=2)[CH3:12])=[CH:4][CH:3]=1 |f:1.2,4.5|. Procedure: The above-titled compound was prepared according to the method of Example 8 by reacting equimolar quantities of {{8-[5-(4-fluorophenyl)-2-pentyl]-10-hydroxy-5,5-dimethyl-1,2,3,4-tetrahydro-5H-[1]benzopyrano[4,3-c]pyridin-2-yl}acetyl}urea and 4-morpholinobutyric acid hydrochloride in the presence of dicyclohexylcarbodiimide. The reactants are OC[C@H](C)NC(CC1=CC(=C(C=C1)OC)OC)=O ((S)-N-(2-hydroxy-1-methylethyl)-3,4-dimethoxybenzeneacetamide), O (water), [H-].[Al+3].[Li+].[H-].[H-].[H-] (LAH), O (water), N(CCO)(CCO)CCO (triethanolamine), [H-].[Al+3].[Li+].[H-].[H-].[H-] (LAH), [H-].[Al+3].[Li+].[H-].[H-].[H-] (lithium aluminum hydride). Run in C1CCOC1 (THF), C1CCOC1 (THF). Conditions: time 90 minute. Yields the product COC=1C=C(C=CC1OC)CCN[C@H](CO)C ((S)-2-[[2-(3,4-dimethoxyphenyl)ethyl]amino]-1-propanol). Isolated yield 34.7%. RXN SMILES: [H-].[Al+3].[Li+].[H-].[H-].[H-].[OH:7][CH2:8][C@@H:9]([NH:11][C:12](=O)[CH2:13][C:14]1[CH:19]=[CH:18][C:17]([O:20][CH3:21])=[C:16]([O:22][CH3:23])[CH:15]=1)[CH3:10].N(CCO)(CCO)CCO.O>C1COCC1>[CH3:23][O:22][C:16]1[CH:15]=[C:14]([CH2:13][CH2:12][NH:11][C@@H:9]([CH3:10])[CH2:8][OH:7])[CH:19]=[CH:18][C:17]=1[O:20][CH3:21] |f:0.1.2.3.4.5|. Procedure: To a suspension of 12.6 g (0.33 mole) lithium aluminum hydride (LAH) in 150 mL of dry THF under argon was added dropwise a suspension of 21.0 g (0.083 mole) (S)-N-(2-hydroxy-1-methylethyl)-3,4-dimethoxybenzeneacetamide in dry THF. The reaction mixture was heated under reflux for 4 hr. An additional 1.0 g of LAH was added and refluxed another 3 hr. An additional 3.0 g of LAH was added and the reaction was refluxed overnight. To the reaction was added 69 mL (0.48 mole) of triethanolamine over 1 hr... Reactants: CC=1C=CC=C2C(=CNC12)CC1CCNCC1 (4-[(7-methyl-3-indolyl)-methyl]-piperidine), [OH-].[Na+] (sodium hydroxide), C(Cl)(Cl)Cl (chloroform). The reagents and catalysts are [Cl-].C(C)[N+](CC1=CC=CC=C1)(CC)CC (triethylbenzylammonium chloride). Run in O (water). Yields the product ClC=1C=NC2=C(C=CC=C2C1CC1CCNCC1)C (3-chloro-8-methyl-4-[(4-piperidyl)-methyl]-quinoline). Reaction SMILES: [CH3:1][C:2]1[CH:3]=[CH:4][CH:5]=[C:6]2[C:10]=1[NH:9][CH:8]=[C:7]2[CH2:11][CH:12]1[CH2:17][CH2:16][NH:15][CH2:14][CH2:13]1.[OH-].[Na+].[CH:20](Cl)(Cl)[Cl:21]>[Cl-].C([N+](CC)(CC)CC1C=CC=CC=1)C.O>[Cl:21][C:20]1[CH:8]=[N:9][C:10]2[C:6]([C:7]=1[CH2:11][CH:12]1[CH2:13][CH2:14][NH:15][CH2:16][CH2:17]1)=[CH:5][CH:4]=[CH:3][C:2]=2[CH3:1] |f:1.2,4.5|. Procedure: The operation is as in Example 1, but starting from 9.5 g of 4-[(7-methyl-3-indolyl)-methyl]-piperidine and 0.21 g of triethylbenzylammonium chloride in 100 ml of chloroform, and 12.5 g of sodium hydroxide in solution in 25 ml of water. 5.1 g of 3-chloro-8-methyl-4-[(4-piperidyl)-methyl]-quinoline are finally obtained, the monohydrochloride of which melts at 252° C. The reactants are Cl.N[C@@H](C(=O)OC(C)(C)C)C1=CC=CC=C1 ((R)-tert-butyl 2-amino-2-phenylacetate hydrochloride), C(C)=O (acetaldehyde). The reagents and catalysts are [Pd] (Pd/C). The solvent is CO (MeOH). Reaction conditions: temperature 0 celsius, time 12.5 minute. Yields the product C(C)N[C@@H](C(=O)OC(C)(C)C)C1=CC=CC=C1 ((R)-tert-butyl 2-(ethylamino)-2-phenylacetate). Yield: 110.6%. RXN SMILES: Cl.[NH2:2][C@H:3]([C:11]1[CH:16]=[CH:15][CH:14]=[CH:13][CH:12]=1)[C:4]([O:6][C:7]([CH3:10])([CH3:9])[CH3:8])=[O:5].[CH:17](=O)[CH3:18]>CO.[Pd]>[CH2:17]([NH:2][C@H:3]([C:11]1[CH:12]=[CH:13][CH:14]=[CH:15][CH:16]=1)[C:4]([O:6][C:7]([CH3:10])([CH3:9])[CH3:8])=[O:5])[CH3:18] |f:0.1|. Procedure: To a solution of (R)-tert-butyl 2-amino-2-phenylacetate hydrochloride (0.25 g, 1.026 mmol) in MeOH (10.26 mL) was added 10% Pd/C (0.080 g, 1.026 mmol). The resulting mixture was cooled to 0° C., and acetaldehyde (0.576 mL, 10.26 mmol) was added. The resulting mixture was stirred at 0° C. for 10-15 mins, the ice bath was removed, and the mixture was placed under a hydrogen balloon and stirred at rt for 45 mins. The mixture was filtered through celite, washed with methanol, and the filtrate was co... Starting materials: CC(NP(=O)(Cc1ccccc1)Cc1ccccc1)C(=O)N1CCCC1C(=O)O, O=C(OCc1ccccc1)C1CCCN1, CCOC(C)=O, Cl, CN(C)C=O, On1nnc2ccccc21. RXN SMILES: [CH2:1]([c:2]1[cH:3][cH:4][cH:5][cH:6][cH:7]1)[P:8](=[O:9])([CH2:10][c:11]1[cH:12][cH:13][cH:14][cH:15][cH:16]1)[NH:17][CH:18]([CH3:19])[C:20](=[O:21])[N:22]1[CH:23]([C:24](=[O:25])[OH:26])[CH2:27][CH2:28][CH2:29]1.[CH2:41]([c:42]1[cH:43][cH:44][cH:45][cH:46][cH:47]1)[O:48][C:49]([CH:50]1[NH:51][CH2:52][CH2:53][CH2:54]1)=[O:55].[CH3:56][CH2:57][O:58][C:59](=[O:60])[CH3:61].[ClH:40].[O:62]=[CH:63][N:64]([CH3:65])[CH3:66].[OH:30][n:31]1[c:32]2[c:33]([cH:34][cH:35][cH:36][cH:37]2)[n:38][n:39]1>>[CH2:1]([c:2]1[cH:3][cH:4][cH:5][cH:6][cH:7]1)[P:8](=[O:9])([CH2:10][c:11]1[cH:12][cH:13][cH:14][cH:15][cH:16]1)[NH:17][CH:18]([CH3:19])[C:20](=[O:21])[N:22]1[CH:23]([C:24](=[O:25])[N:51]2[CH:50]([C:49]([O:48][CH2:41][c:42]3[cH:43][cH:44][cH:45][cH:46][cH:47]3)=[O:55])[CH2:54][CH2:53][CH2:52]2)[CH2:27][CH2:28][CH2:29]1. The product is CC(NP(=O)(Cc1ccccc1)Cc1ccccc1)C(=O)N1CCCC1C(=O)N1CCCC1C(=O)OCc1ccccc1.